Dataset: the Open Reaction Database (ORD), a public repository of structured organic reaction records. Task: describe an organic reaction: reactants, conditions, products, and yield The reactants are FC1=C(OC=2C=C(C(=O)Cl)C=CC2[N+](=O)[O-])C=CC(=C1)F (3-(2,4-difluorophenoxy)-4-nitrobenzoyl chloride), CNC (dimethylamine). Run in O1CCCC1 (tetrahydrofuran), O (water). Reaction conditions: temperature 5 celsius, time 1 hour. The product is CN(C(C1=CC(=C(C=C1)[N+](=O)[O-])OC1=C(C=C(C=C1)F)F)=O)C (N,N-dimethyl-3-(2,4-difluorophenoxy)-4-nitrobenzamide). RXN SMILES: [F:1][C:2]1[CH:20]=[C:19]([F:21])[CH:18]=[CH:17][C:3]=1[O:4][C:5]1[CH:6]=[C:7]([CH:11]=[CH:12][C:13]=1[N+:14]([O-:16])=[O:15])[C:8](Cl)=[O:9].[CH3:22][NH:23][CH3:24]>O1CCCC1.O>[CH3:22][N:23]([CH3:24])[C:8](=[O:9])[C:7]1[CH:11]=[CH:12][C:13]([N+:14]([O-:16])=[O:15])=[C:5]([O:4][C:3]2[CH:17]=[CH:18][C:19]([F:21])=[CH:20][C:2]=2[F:1])[CH:6]=1. Procedure: A solution of 3-(2,4-difluorophenoxy)-4-nitrobenzoyl chloride (2.2 g) in tetrahydrofuran (8 ml) was added dropwise to a stirred solution of dimethylamine (50% in water; 2 ml) in water (10 ml) at 5° C. The mixture was stirred for 30 minutes at 5° C. and for 1 hour at room temperature. The mixture was concentrated and extracted with chloroform. The extract was washed with water, dried, and concentrated under reduced pressure. The residue (2.4 g) was solidified with a mixture of hexane and ethanol ...